Dataset: the Open Reaction Database (ORD), a public repository of structured organic reaction records. Task: describe an organic reaction: reactants, conditions, products, and yield The reactants are ClC=1C=C(C=C(C1)F)C1=C(C=C(S1)C(=O)N1CNC(C1)=O)C1=CC(=CC=C1)Cl (1-{[5-(3-Chloro-5-fluorophenyl)-4-(3-chlorophenyl)thiophen-2-yl]carbonyl}imidazolidin-4-one), BrC1=C(C=C(S1)C(=O)N1CNC(C1)=O)C1=CC(=CC=C1)Cl (1-{[5-Bromo-4-(3-chlorophenyl)thiophen-2-yl]carbonyl}imidazolidin-4-one), FC(OC=1C=C(C=CC1)B(O)O)(F)F (3-(trifluoromethoxy)phenylboronic acid). Product: ClC=1C=C(C=CC1)C=1C=C(SC1C1=CC(=CC=C1)OC(F)(F)F)C(=O)N1CNC(C1)=O (1-({4-(3-Chlorophenyl)-5-[3-(trifluoromethoxy)phenyl]thiophen-2-yl}carbonyl)imidazolidin-4-one). As a reaction SMILES: Cl[C:2]1[CH:3]=[C:4]([C:9]2[S:13][C:12]([C:14]([N:16]3[CH2:20][C:19](=[O:21])[NH:18][CH2:17]3)=[O:15])=[CH:11][C:10]=2[C:22]2[CH:27]=[CH:26][CH:25]=[C:24]([Cl:28])[CH:23]=2)[CH:5]=[C:6](F)[CH:7]=1.BrC1SC(C(N2CC(=O)NC2)=O)=CC=1C1C=CC=C(Cl)C=1.[F:50][C:51]([F:63])([F:62])[O:52]C1C=C(B(O)O)C=CC=1>>[Cl:28][C:24]1[CH:23]=[C:22]([C:10]2[CH:11]=[C:12]([C:14]([N:16]3[CH2:20][C:19](=[O:21])[NH:18][CH2:17]3)=[O:15])[S:13][C:9]=2[C:4]2[CH:3]=[CH:2][CH:7]=[C:6]([O:52][C:51]([F:63])([F:62])[F:50])[CH:5]=2)[CH:27]=[CH:26][CH:25]=1. Procedure: The preparation of the title compound takes place in analogy to the synthesis of the compound from Example 5 starting with 70.0 mg (0.15 mmol) of the compound from Example 16A and 45.1 mg (0.22 mmol) of 3-(trifluoromethoxy)phenylboronic acid. 26.7 mg (39% of theory) of the title compound are obtained. The reactants are BrCCCCCC(C#N)(SC1=NC=CC=C1)C1=CC(=C(C=C1)OC)OC (7-Bromo-2-(3,4-dimethoxyphenyl)-2-(2-pyridylthio)heptanonitrile), 6,7-dtmethoxy-1,2,3,4-tetrahydroisoquinoline hydrochloride, C(C)(C)N(C(C)C)CC (N,N-diisopropyl ethylamine). The solvent is C(C)#N (acetonitrile). Yields the product COC=1C=C(C=CC1OC)C(C#N)(CCCCCN1CC2=CC(=C(C=C2CC1)OC)OC)SC1=NC=CC=C1 (α-(3,4-Dimethoxyphenyl)-3,4-dihydro-6,7- dimethoxy-α-(2-pyridylthio)-2(1H)-isoquinolineheptanonitrile). RXN SMILES: Br[CH2:2][CH2:3][CH2:4][CH2:5][CH2:6][C:7]([C:17]1[CH:22]=[CH:21][C:20]([O:23][CH3:24])=[C:19]([O:25][CH3:26])[CH:18]=1)([S:10][C:11]1[CH:16]=[CH:15][CH:14]=[CH:13][N:12]=1)[C:8]#[N:9].C([N:30]([CH2:34][CH3:35])[CH:31]([CH3:33])C)(C)C>C(#N)C>[CH3:26][O:25][C:19]1[CH:18]=[C:17]([C:7]([S:10][C:11]2[CH:16]=[CH:15][CH:14]=[CH:13][N:12]=2)([CH2:6][CH2:5][CH2:4][CH2:3][CH2:2][N:30]2[CH2:31][CH2:33][C:22]3[C:35](=[CH:18][C:19]([O:25][CH3:26])=[C:20]([O:23][CH3:24])[CH:21]=3)[CH2:34]2)[C:8]#[N:9])[CH:22]=[CH:21][C:20]=1[O:23][CH3:24]. Procedure details: A mixture, under argon, of 1.5 g of product from Example 118, 0.790 g of 6,7-dtmethoxy-1,2,3,4-tetrahydroisoquinoline hydrochloride, 7 ml of N,N-diisopropyl ethylamine and 60 ml of acetonitrile is heated at reflux temperature overnight. The reaction is cooled and concentrated tn yacuo to give an oil. The oil is purified by chromatography (silica gel: 1 and 2% methyl alcohol/methylene chloride) to give 1.1 g of the desired product as a glassy yellow solid. Starting materials: O=C(CC(=O)OCC)CCC1=CC=CC=C1 (ethyl 3-oxo-5-phenylvalerate), Cl (hydrochloric acid), N(=O)OCCCC (n-butyl nitrite). The solvent is C(C)O (ethanol). Run at time 45 minute. Yields the product C(C)OC(C(C(CCC1=CC=CC=C1)=O)=NO)=O (Ethyl-2-hydroxyimino-3-oxo-5-phenylvalerate). RXN SMILES: [O:1]=[C:2]([CH2:9][CH2:10][C:11]1[CH:16]=[CH:15][CH:14]=[CH:13][CH:12]=1)[CH2:3][C:4]([O:6][CH2:7][CH3:8])=[O:5].Cl.[N:18](OCCCC)=[O:19]>C(O)C>[CH2:7]([O:6][C:4](=[O:5])[C:3](=[N:18][OH:19])[C:2](=[O:1])[CH2:9][CH2:10][C:11]1[CH:12]=[CH:13][CH:14]=[CH:15][CH:16]=1)[CH3:8]. Procedure: To a solution of 22.0 g. of ethyl 3-oxo-5-phenylvalerate in 100 ml. of ethanol is added 40 ml. of 38% hydrochloric acid, and after 10 minutes 11.3 ml. of n-butyl nitrite is added thereto. The resulting mixture is allowed to stand at room temperature for 45 minutes, and then the ethanol portion is essentially removed under reduced pressure to obtain an oily residue. The residue is poured into about 500 ml. of water and extracted 3 times with 200 ml. of chloroform. The combined extracts are dried ... Reactants: S(=O)(Cl)Cl (thionyl chloride), OCC1CCNCC1 (4-hydroxymethylpiperidine). Solvent: C(Cl)(Cl)Cl (chloroform), C(Cl)(Cl)Cl (chloroform). Reaction conditions: time 1 hour. The product is Cl.ClCC1CCNCC1 (4-chloromethylpiperidine hydrochloride). The yield is 88.0%. Reaction SMILES: S(Cl)([Cl:3])=O.O[CH2:6][CH:7]1[CH2:12][CH2:11][NH:10][CH2:9][CH2:8]1>C(Cl)(Cl)Cl>[ClH:3].[Cl:3][CH2:6][CH:7]1[CH2:12][CH2:11][NH:10][CH2:9][CH2:8]1 |f:3.4|. Procedure: To a solution of 58 ml of thionyl chloride in 250 ml of chloroform, there is added dropwise a solution of 45 g (0.39 mole) of 4-hydroxymethylpiperidine in 200 ml of chloroform. After stirring for 1 hour under reflux, the reaction mixture is evaporated in a vacuum and the residue is triturated with diethyl ether. There are obtained 54.2 g of 4-chloromethylpiperidine hydrochloride (88% of theory); m.p. 130°-132° C. Reactants: O=C1CCC(=O)N1Br, Cc1ccc(C#N)cc1OCCNC(=O)c1ccc(C#N)cc1, ClC(Cl)(Cl)Cl, CCOC(C)=O. The product is N#Cc1ccc(C(=O)NCCOc2cc(C#N)ccc2CBr)cc1. Reaction SMILES: [Br:24][N:25]1[C:26](=[O:27])[CH2:28][CH2:29][C:30]1=[O:31].[C:1](#[N:2])[c:3]1[cH:4][cH:5][c:6]([CH3:23])[c:7]([O:8][CH2:9][CH2:10][NH:11][C:12]([c:13]2[cH:14][cH:15][c:16]([C:19]#[N:20])[cH:17][cH:18]2)=[O:21])[cH:22]1.[C:38]([Cl:39])([Cl:40])([Cl:41])[Cl:42].[CH3:32][CH2:33][O:34][C:35](=[O:36])[CH3:37]>>[C:1](#[N:2])[c:3]1[cH:4][cH:5][c:6]([CH2:23][Br:24])[c:7]([O:8][CH2:9][CH2:10][NH:11][C:12]([c:13]2[cH:14][cH:15][c:16]([C:19]#[N:20])[cH:17][cH:18]2)=[O:21])[cH:22]1. Reactants: COc1cc2ncnc(N3CCN(C(=S)NCc4ccc5c(c4)OCO5)CC3)c2cc1OC, CCO, Cl, [Na+], [Na+], [Na+], [OH-], OO, O=S([O-])([O-])=S. The product is COc1cc2ncnc(N3CCN(C(=O)NCc4ccc5c(c4)OCO5)CC3)c2cc1OC. Reaction SMILES: [CH3:1][O:2][c:3]1[cH:4][c:5]2[c:6]([N:15]3[CH2:16][CH2:17][N:18]([C:21]([NH:22][CH2:23][c:24]4[cH:25][c:26]5[c:27]([cH:28][cH:29]4)[O:30][CH2:31][O:32]5)=[S:33])[CH2:19][CH2:20]3)[n:7][cH:8][n:9][c:10]2[cH:11][c:12]1[O:13][CH3:14].[CH3:46][CH2:47][OH:48].[ClH:45].[Na+:35].[Na+:43].[Na+:44].[OH-:34].[OH:36][OH:37].[S:38]([O-:39])(=[O:40])([O-:41])=[S:42]>>[CH3:1][O:2][c:3]1[cH:4][c:5]2[c:6]([N:15]3[CH2:16][CH2:17][N:18]([C:21]([NH:22][CH2:23][c:24]4[cH:25][c:26]5[c:27]([cH:28][cH:29]4)[O:30][CH2:31][O:32]5)=[O:40])[CH2:19][CH2:20]3)[n:7][cH:8][n:9][c:10]2[cH:11][c:12]1[O:13][CH3:14].